This data is from the Open Reaction Database (ORD), a public repository of structured organic reaction records. The task is: describe an organic reaction: reactants, conditions, products, and yield Starting materials: ON=C(C(=O)OCC)C=1N=C(SC1)C (Ethyl 2-hydroxyimino-2-(2-methyl-1,3-thiazol-4-yl)acetate), S(=O)(=O)(OC)OC (dimethyl sulfate), ( 8-5 ). Product: CON=C(C(=O)OCC)C=1N=C(SC1)C (ethyl 2-methoxyimino-2-(2-methyl-1,3-thiazol-4-yl)acetate). Isolated yield 84.5%. RXN SMILES: [OH:1][N:2]=[C:3]([C:9]1[N:10]=[C:11]([CH3:14])[S:12][CH:13]=1)[C:4]([O:6][CH2:7][CH3:8])=[O:5].S(OC)(O[CH3:19])(=O)=O>>[CH3:19][O:1][N:2]=[C:3]([C:9]1[N:10]=[C:11]([CH3:14])[S:12][CH:13]=1)[C:4]([O:6][CH2:7][CH3:8])=[O:5]. Procedure: Ethyl 2-hydroxyimino-2-(2-methyl-1,3-thiazol-4-yl)acetate (anti isomer) (0.3 g.) and dimethyl sulfate (0.18 g.) were reacted according to a similar manner to that of Preparation (8-5) to give pale yellow oil of ethyl 2-methoxyimino-2-(2-methyl-1,3-thiazol-4-yl)acetate (anti isomer) (0.27 g.). RXN SMILES: [S:1]1[CH:5]=[CH:4][CH:3]=[C:2]1[C:6]([C:8]1[CH:13]=[CH:12][C:11]([O:14]C)=[CH:10][CH:9]=1)=[O:7].C[S-].[Na+]>CN(C)C=O>[S:1]1[CH:5]=[CH:4][CH:3]=[C:2]1[C:6]([C:8]1[CH:13]=[CH:12][C:11]([OH:14])=[CH:10][CH:9]=1)=[O:7] |f:1.2|. Run in CN(C=O)C (N,N-dimethylformamide). Procedure details: 4-Methoxyphenyl 2-thienyl ketone (804 mg) obtained in Example 38 was dissolved in N,N-dimethylformamide (30 ml), sodium thiomethoxide (645 mg) was added, and the admixture was refluxed under argon for 5 hours. The reaction mixture was partitioned in the same manner as described in Example 33. The ethyl acetate layer was dried with anhydrous magnesium sulfate, the solvent was removed by reduced-pressure distillation, and the resulting residue was purified by column chromatography on silica gel el... Isolated yield 93.3%. The reactants are S1C(=CC=C1)C(=O)C1=CC=C(C=C1)OC (4-Methoxyphenyl 2-thienyl ketone), C[S-].[Na+] (sodium thiomethoxide). Product: S1C(=CC=C1)C(=O)C1=CC=C(C=C1)O (4-Hydroxyphenyl 2-thienyl ketone). Starting materials: CC1=C(SC(=N1)C)/C=C/C(=O)N(C)C (3-dimethylamino-1-(2,4-dimethyl-thiazol-5-yl)-propenone), [N+](=O)(O)[O-].N(C(=N)N)C=1C=C(CNC(C)=O)C=CC1 (N-(3-guanidino-benzyl)-acetamide nitrate). Run in CC#N (MeCN). Yields the product CC=1SC(=C(N1)C)C1=NC(=NC=C1)NC=1C=C(CNC(C)=O)C=CC1 (N-{3-[4-(2,4-Dimethyl-thiazol-5-yl)-pyrimidin-2-ylamino]-benzyl}-acetamide). As a reaction SMILES: [CH3:1][C:2]1[N:6]=[C:5]([CH3:7])[S:4][C:3]=1/[CH:8]=[CH:9]/[C:10](N(C)C)=O.[N+]([O-])(O)=O.[NH:19]([C:23]1[CH:24]=[C:25]([CH:31]=[CH:32][CH:33]=1)[CH2:26][NH:27][C:28](=[O:30])[CH3:29])[C:20]([NH2:22])=[NH:21]>CC#N>[CH3:7][C:5]1[S:4][C:3]([C:8]2[CH:9]=[CH:10][N:22]=[C:20]([NH:19][C:23]3[CH:24]=[C:25]([CH:31]=[CH:32][CH:33]=3)[CH2:26][NH:27][C:28](=[O:30])[CH3:29])[N:21]=2)=[C:2]([CH3:1])[N:6]=1 |f:1.2|. Reported procedure: By treatment of 3-dimethylamino-1-(2,4-dimethyl-thiazol-5-yl)-propenone and N-(3-guanidino-benzyl)-acetamide nitrate. Yellow solid. Mp 206-207° C. Anal. RP-HPLC: tR=13.6 min (0-60% MeCN, purity >95%). 1H-NMR (DMSO-D6) δ: 1.99 (s, 3H, CH3), 2.65 (s, 3H, CH3), 2.68 (s, 3H, CH3), 4.38 (s, 2H, CH2), 6.94 (d, 1H, J=7.5 Hz, Ph-H), 7.01 (d, 1H, J=5.5 Hz, pyrimidinyl-H), 7.26 (d, 1H, J=8.0 Hz, Ph-H), 7.56 (d, 1H, J=7.5 Hz, Ph-H), 7.70 (s, 1H, Ph-H), 8.40 (d, 1H, J=5.5 Hz, pyrimidinyl-H). MS (ESI+) m/z 3...